This data is from the Open Reaction Database (ORD), a public repository of structured organic reaction records. The task is: describe an organic reaction: reactants, conditions, products, and yield Starting materials: COC(N[N+](=O)[O-])=N (O-methyl-N-nitroisourea), Cl (hydrochloric acid), NCC1=CN=C(S1)Cl (5-aminomethyl-2-chlorothiazole). Solvent: O (water). Reaction conditions: time 6 hour. The product is COC(NCC1=CN=C(S1)Cl)=N[N+](=O)[O-] (O-methyl-N-(2-chloro-5-thiazolylmethyl)-N'-nitroisourea). Yield: 55.4%. As a reaction SMILES: [CH3:1][O:2][C:3](=[NH:8])[NH:4][N+:5]([O-:7])=[O:6].Cl.N[CH2:11][C:12]1[S:16][C:15]([Cl:17])=[N:14][CH:13]=1>O>[CH3:1][O:2][C:3](=[N:4][N+:5]([O-:7])=[O:6])[NH:8][CH2:11][C:12]1[S:16][C:15]([Cl:17])=[N:14][CH:13]=1. Procedure: To a mixture of O-methyl-N-nitroisourea (3.0 g, 0.0252 mol), 36% hydrochloric acid (2.2 ml), and water (50 ml) was added 5-aminomethyl-2-chlorothiazole (93% purity, 4.4 g, 0.0275 mol) at 20° C. This mixture was stirred at room temperature for 6 hours and then extracted with dichloromethane. The extract was dried over anhydrous magnesium sulfate and concentrated to provide 3.5 g (55.4% yield) of O-methyl-N-(2-chloro-5-thiazolylmethyl)-N'-nitroisourea. The reactants are C1(CC1)C=1C(=CC(=NC1)C(=O)O)OCC(F)(F)F (5-Cyclopropyl-4-(2,2,2-trifluoro-ethoxy)-pyridine-2-carboxylic acid), NC(C(=O)OC(C)(C)C)(CC1CC1)C (tert-butyl 2-amino-3-cyclopropyl-2-methyl-propanoate). Yields the product C1(CC1)CC(C(=O)OC(C)(C)C)(C)NC(=O)C1=NC=C(C(=C1)OCC(F)(F)F)C1CC1 (tert-butyl 3-cyclopropyl-2-[[5-cyclopropyl-4-(2,2,2-trifluoroethoxy)pyridine-2-carbonyl]amino]-2-methyl-propanoate). As a reaction SMILES: [CH:1]1([C:4]2[C:5]([O:13][CH2:14][C:15]([F:18])([F:17])[F:16])=[CH:6][C:7]([C:10]([OH:12])=O)=[N:8][CH:9]=2)[CH2:3][CH2:2]1.[NH2:19][C:20]([CH3:32])([CH2:28][CH:29]1[CH2:31][CH2:30]1)[C:21]([O:23][C:24]([CH3:27])([CH3:26])[CH3:25])=[O:22]>>[CH:29]1([CH2:28][C:20]([NH:19][C:10]([C:7]2[CH:6]=[C:5]([O:13][CH2:14][C:15]([F:18])([F:17])[F:16])[C:4]([CH:1]3[CH2:2][CH2:3]3)=[CH:9][N:8]=2)=[O:12])([CH3:32])[C:21]([O:23][C:24]([CH3:26])([CH3:25])[CH3:27])=[O:22])[CH2:31][CH2:30]1. Procedure: The title compound was synthesized in analogy to Example 112e, using 5-Cyclopropyl-4-(2,2,2-trifluoro-ethoxy)-pyridine-2-carboxylic acid (Example 48c) and tert-butyl 2-amino-3-cyclopropyl-2-methyl-propanoate (example 186b) as starting materials and isolated (105 mg, 31%); MS (ESI, m/z): 443.6 (M+H+). Reactants: polyphosphoric acid, COC1=C(C=CC=C1)OC (1,2-dimethoxybenzene), C1(CCCC1)C(=O)O (cyclopentanecarboxylic acid). Reaction conditions: temperature 60 celsius, time 24 hour. The product is C1(CCCC1)C(=O)C1=CC(=C(C=C1)OC)OC (Cyclopentyl(3,4-dimethoxyphenyl)methanone). The yield is 116.1%. RXN SMILES: [CH3:1][O:2][C:3]1[CH:8]=[CH:7][CH:6]=[CH:5][C:4]=1[O:9][CH3:10].[CH:11]1([C:16](O)=[O:17])[CH2:15][CH2:14][CH2:13][CH2:12]1>>[CH:11]1([C:16]([C:6]2[CH:7]=[CH:8][C:3]([O:2][CH3:1])=[C:4]([O:9][CH3:10])[CH:5]=2)=[O:17])[CH2:15][CH2:14][CH2:13][CH2:12]1. Procedure: To polyphosphoric acid (76 g) was added 1,2-dimethoxybenzene (7.9 g, 0.057 mol) followed by cyclopentanecarboxylic acid (9.8 g, 0.086 mol). The mixture was stirred at 60° C. during 24 hours then cooled down to −5° C. and quenched by the addition of 200 ml ice/water followed by 100 ml of ether. After stirring at room temperature for 3 hours, the two layers were separated and the aqueous phase extracted with three 100 ml portions of ether. The two ethereal phases were combined, washed with 50 ml o... RXN SMILES: [CH3:1][O:2][c:3]1[n:4][c:5]([O:11][c:12]2[cH:13][cH:14][c:15]3[c:16]([c:17]([C:21]([N:22]([CH3:23])[CH3:24])=[O:25])[c:18]([CH3:20])[o:19]3)[c:26]2[C:27](=[O:28])[O:29][CH2:30][CH:31]=[CH2:32])[n:6][c:7]([O:9][CH3:10])[cH:8]1.[CH:33]([OH:34])=[O:35].[CH:36]([O:37][CH:38]([CH3:39])[CH3:40])([CH3:41])[CH3:42].[O:43]1[CH2:44][CH2:45][CH2:46][CH2:47]1>>[CH3:1][O:2][c:3]1[n:4][c:5]([O:11][c:12]2[cH:13][cH:14][c:15]3[c:16]([c:17]([C:21]([N:22]([CH3:23])[CH3:24])=[O:25])[c:18]([CH3:20])[o:19]3)[c:26]2[C:27](=[O:28])[OH:29])[n:6][c:7]([O:9][CH3:10])[cH:8]1. The reactants are C=CCOC(=O)c1c(Oc2nc(OC)cc(OC)n2)ccc2oc(C)c(C(=O)N(C)C)c12, O=CO, CC(C)OC(C)C, C1CCOC1. The product is COc1cc(OC)nc(Oc2ccc3oc(C)c(C(=O)N(C)C)c3c2C(=O)O)n1. Starting materials: C1(=CC=CC=C1)C(OCC(C)(C)N(C)CC1=CC=C(C=C1)C(=O)OCC)C1=CC=CC=C1 (1-diphenylmethoxy-2-[N-(4-ethoxycarbonylbenzyl)-N- methylamino]-2-methylpropane), [H-].[Al+3].[Li+].[H-].[H-].[H-] (lithium aluminium hydride), Cl (hydrogen chloride). Solvent: CCOCC (ether). Product: Cl.C1(=CC=CC=C1)C(OCC(C)(C)N(C)CC1=CC=C(C=C1)CO)C1=CC=CC=C1 (1-Diphenylmethoxy-2-[N-(4-hydroxymethylbenzyl)-N-methylamino]-2-methylpropane hydrochloride). Reaction SMILES: [C:1]1([CH:7]([C:27]2[CH:32]=[CH:31][CH:30]=[CH:29][CH:28]=2)[O:8][CH2:9][C:10]([N:13]([CH2:15][C:16]2[CH:21]=[CH:20][C:19]([C:22](OCC)=[O:23])=[CH:18][CH:17]=2)[CH3:14])([CH3:12])[CH3:11])[CH:6]=[CH:5][CH:4]=[CH:3][CH:2]=1.[H-].[Al+3].[Li+].[H-].[H-].[H-].[ClH:39]>CCOCC>[ClH:39].[C:27]1([CH:7]([C:1]2[CH:6]=[CH:5][CH:4]=[CH:3][CH:2]=2)[O:8][CH2:9][C:10]([N:13]([CH2:15][C:16]2[CH:17]=[CH:18][C:19]([CH2:22][OH:23])=[CH:20][CH:21]=2)[CH3:14])([CH3:11])[CH3:12])[CH:28]=[CH:29][CH:30]=[CH:31][CH:32]=1 |f:1.2.3.4.5.6,9.10|. Reported procedure: The free base of the title compound was prepared similarly to the procedure of Example 40 using 1-diphenylmethoxy-2-[N-(4-ethoxycarbonylbenzyl)-N- methylamino]-2-methylpropane (see Example 28) and lithium aluminium hydride. The resulting oil was dissolved in ether and the solution treated with an excess of saturated ethereal hydrogen chloride. The resulting precipitated oil was collected, washed with ether and dried to give the title compound as a colourless foam which was characterised as a hyd... Starting materials: CCOc1cc(C(C)(C)C)ncc1C1=NC(C)(c2ccc(Cl)cc2)C(C)(c2ccc(Cl)cc2)N1C(=O)N1CCC(CC(=O)O)CC1, NCC1CCCCCC1. Product: CCOc1cc(C(C)(C)C)ncc1C1=NC(C)(c2ccc(Cl)cc2)C(C)(c2ccc(Cl)cc2)N1C(=O)N1CCC(CC(=O)NCC2CCCCCC2)CC1. Reaction SMILES: [C:1]([CH3:2])([CH3:3])([CH3:4])[c:5]1[cH:6][c:7]([O:44][CH2:45][CH3:46])[c:8]([C:11]2=[N:15][C:14]([CH3:16])([c:17]3[cH:18][cH:19][c:20]([Cl:23])[cH:21][cH:22]3)[C:13]([CH3:24])([c:25]3[cH:26][cH:27][c:28]([Cl:31])[cH:29][cH:30]3)[N:12]2[C:32](=[O:33])[N:34]2[CH2:35][CH2:36][CH:37]([CH2:40][C:41](=[O:42])[OH:43])[CH2:38][CH2:39]2)[cH:9][n:10]1.[CH:47]1([CH2:54][NH2:55])[CH2:48][CH2:49][CH2:50][CH2:51][CH2:52][CH2:53]1>>[C:1]([CH3:2])([CH3:3])([CH3:4])[c:5]1[cH:6][c:7]([O:44][CH2:45][CH3:46])[c:8]([C:11]2=[N:15][C:14]([CH3:16])([c:17]3[cH:18][cH:19][c:20]([Cl:23])[cH:21][cH:22]3)[C:13]([CH3:24])([c:25]3[cH:26][cH:27][c:28]([Cl:31])[cH:29][cH:30]3)[N:12]2[C:32](=[O:33])[N:34]2[CH2:35][CH2:36][CH:37]([CH2:40][C:41](=[O:43])[NH:55][CH2:54][CH:47]3[CH2:48][CH2:49][CH2:50][CH2:51][CH2:52][CH2:53]3)[CH2:38][CH2:39]2)[cH:9][n:10]1. Reactants: NC1=C2N=C(N(C2=NC(=N1)S)CC1=CC=C(C=C1)F)O (6-amino-9-(4-fluorobenzyl)-8-hydroxy-2-mercaptopurine), C([O-])([O-])=O.[K+].[K+] (potassium carbonate), CI (methyl iodide). Run in CO (methanol). Reaction conditions: time 30 minute. The product is NC1=C2N=C(N(C2=NC(=N1)SC)CC1=CC=C(C=C1)F)O (6-Amino-9-(4-fluorobenzyl)-8-hydroxy-2-methylthiopurine). Isolated yield 30.0%. RXN SMILES: [NH2:1][C:2]1[N:10]=[C:9]([SH:11])[N:8]=[C:7]2[C:3]=1[N:4]=[C:5]([OH:20])[N:6]2[CH2:12][C:13]1[CH:18]=[CH:17][C:16]([F:19])=[CH:15][CH:14]=1.[C:21](=O)([O-])[O-].[K+].[K+].CI>CO>[NH2:1][C:2]1[N:10]=[C:9]([S:11][CH3:21])[N:8]=[C:7]2[C:3]=1[N:4]=[C:5]([OH:20])[N:6]2[CH2:12][C:13]1[CH:18]=[CH:17][C:16]([F:19])=[CH:15][CH:14]=1 |f:1.2.3|. Procedure details: 6-amino-9-(4-fluorobenzyl)-8-hydroxy-2-mercaptopurine (200 mg, 0.687 mmol) was suspended in methanol (20 ml). To the suspension were added potassium carbonate (190 mg, 1.37 mmol) and methyl iodide (975 mg, 6.87 mmol) in order. The mixture was stirred at room temperature for 30 minutes. The reaction mixture were evaporated in vacuo to dryness and extracted with chloroform. The organic layer was dried on sodium sulfate. After removal of the solvent in vacuo, the residue was purified by silica gel ...